From a dataset of the Open Reaction Database (ORD), a public repository of structured organic reaction records. describe an organic reaction: reactants, conditions, products, and yield Starting materials: ClC1=C(N)C(=CC(=C1)[N+](=O)[O-])Cl (2,6-dichloro-4-nitroaniline), S(O)(O)(=O)=O (sulfuric acid), C(C)O (ethanol), N(=O)[O-].[Na+] (sodium nitrite). Solvent: O (water). The product is ClC=1C=C(C=C(C1)Cl)[N+](=O)[O-] (3,5-dichloronitrobenzene). Isolated yield 84.0%. As a reaction SMILES: [Cl:1][C:2]1[CH:8]=[C:7]([N+:9]([O-:11])=[O:10])[CH:6]=[C:5]([Cl:12])[C:3]=1N.C(O)C.N([O-])=O.[Na+].S(=O)(=O)(O)O>O>[Cl:1][C:2]1[CH:8]=[C:7]([N+:9]([O-:11])=[O:10])[CH:6]=[C:5]([Cl:12])[CH:3]=1 |f:2.3|. Procedure: Amer. Chem. Soc., 72 (1950), 798, discloses that 2,6-dichloro-4-nitroaniline, ethanol and sodium nitrite can be reacted at the boil, in the absence of water and in the presence of concentrated sulfuric acid, to give 3,5-dichloronitrobenzene in a yield of 84%. A corresponding reaction to give the 3,5-dibromo derivative gives a yield of 91%. The process is unsatisfactory in respect of yield and purity of the end product and simple, reliable and economical operation, especially on an industrial sca...